This data is from the Open Reaction Database (ORD), a public repository of structured organic reaction records. The task is: describe an organic reaction: reactants, conditions, products, and yield The reactants are O=C([O-])[O-], C=CCC1CC(=O)N1C(C(=O)OCc1ccccc1)=P(c1ccccc1)(c1ccccc1)c1ccccc1, CN(C)C=O, CCOC(C)=O, [K+], [K+], O=[N+]([O-])CCS, O=C(OCc1ccccc1)C1=CCC2CC(=O)N12. Product: O=C(OCc1ccccc1)C1C(SCC[N+](=O)[O-])CC2CC(=O)N21. RXN SMILES: [C:63](=[O:64])([O-:65])[O-:66].[CH2:1]([CH:2]=[CH2:27])[CH:4]1[CH2:5][C:6](=[O:38])[N:7]1[C:8](=[P:3]([c:9]1[cH:10][cH:11][cH:12][cH:13][cH:14]1)([c:15]1[cH:16][cH:17][cH:18][cH:19][cH:20]1)[c:21]1[cH:22][cH:23][cH:24][cH:25][cH:26]1)[C:28](=[O:29])[O:30][CH2:31][c:32]1[cH:33][cH:34][cH:35][cH:36][cH:37]1.[CH3:69][N:70]([CH3:71])[CH:72]=[O:73].[CH3:74][CH2:75][O:76][C:77](=[O:78])[CH3:79].[K+:67].[K+:68].[N+:57](=[O:58])([O-:59])[CH2:60][CH2:61][SH:62].[O:39]=[C:40]1[N:41]2[CH:42]([CH2:43][CH:44]=[C:45]2[C:46]([O:47][CH2:48][c:49]2[cH:50][cH:51][cH:52][cH:53][cH:54]2)=[O:55])[CH2:56]1>>[CH2:1]1[CH:2]([S:62][CH2:61][CH2:60][N+:57](=[O:58])[O-:59])[CH:8]([C:28](=[O:29])[O:30][CH2:31][c:32]2[cH:33][cH:34][cH:35][cH:36][cH:37]2)[N:7]2[CH:4]1[CH2:5][C:6]2=[O:38].